From a dataset of the Open Reaction Database (ORD), a public repository of structured organic reaction records. describe an organic reaction: reactants, conditions, products, and yield Starting materials: Nc1ccc2nc(NC3CCc4ccccc43)ccc2c1, O=C=Nc1ccccc1F. Product: O=C(Nc1ccc2nc(NC3CCc4ccccc43)ccc2c1)Nc1ccccc1F. As a reaction SMILES: [CH:1]1([NH:10][c:11]2[n:12][c:13]3[cH:14][cH:15][c:16]([NH2:21])[cH:17][c:18]3[cH:19][cH:20]2)[CH2:2][CH2:3][c:4]2[cH:5][cH:6][cH:7][cH:8][c:9]21.[F:22][c:23]1[c:24]([N:29]=[C:30]=[O:31])[cH:25][cH:26][cH:27][cH:28]1>>[CH:1]1([NH:10][c:11]2[n:12][c:13]3[cH:14][cH:15][c:16]([NH:21][C:30]([NH:29][c:24]4[c:23]([F:22])[cH:28][cH:27][cH:26][cH:25]4)=[O:31])[cH:17][c:18]3[cH:19][cH:20]2)[CH2:2][CH2:3][c:4]2[cH:5][cH:6][cH:7][cH:8][c:9]21. Reactants: solid, BrC1=CC(=CC=2C(=C3N(C12)CCCNC3=O)C)C#N (7-bromo-11-methyl-1-oxo-2,3,4,5-tetrahydro-[1,4]diazepino[1,2-a]indole-9-carbonitrile), BrC1=CC(=CC=2C(=C3N(C12)CCCNC3=O)C)C#N (7-bromo-11-methyl-1-oxo-2,3,4,5-tetrahydro-[1,4]diazepino[1,2-a]indole-9-carbonitrile), FC(OC1=CC=C(C=C1)B(O)O)(F)F (4-trifluoromethoxy-phenylboronic acid). Yields the product CC1=C2N(C=3C(=CC(=CC13)C#N)C1=CC=C(C=C1)OC(F)(F)F)CCCNC2=O (11-Methyl-1-oxo-7-[4-(trifluoromethoxy)-phenyl]-2,3,4,5-tetrahydro-[1,4]diazepino[1,2-a]indole-9-carbonitrile). As a reaction SMILES: Br[C:2]1[C:10]2[N:9]3[CH2:11][CH2:12][CH2:13][NH:14][C:15](=[O:16])[C:8]3=[C:7]([CH3:17])[C:6]=2[CH:5]=[C:4]([C:18]#[N:19])[CH:3]=1.[F:20][C:21]([F:33])([F:32])[O:22][C:23]1[CH:28]=[CH:27][C:26](B(O)O)=[CH:25][CH:24]=1>>[CH3:17][C:7]1[C:6]2[CH:5]=[C:4]([C:18]#[N:19])[CH:3]=[C:2]([C:26]3[CH:25]=[CH:24][C:23]([O:22][C:21]([F:20])([F:32])[F:33])=[CH:28][CH:27]=3)[C:10]=2[N:9]2[CH2:11][CH2:12][CH2:13][NH:14][C:15](=[O:16])[C:8]=12. Reported procedure: The title compound, light grey solid (81 mg, 81%), MS (ISP) m/z=400.6 [(M+H)+], mp 218° C., was prepared in accordance with the general method of example 1 from 7-bromo-11-methyl-1-oxo-2,3,4,5-tetrahydro-[1,4]diazepino[1,2-a]indole-9-carbonitrile (intermediate 17) (79.5 mg, 0.25 mmol) and commercially available 4-trifluoromethoxy-phenylboronic acid (66.9 mg, 0.325 mmol). Starting materials: CC(=O)O[BH-](OC(C)=O)OC(C)=O, CC=O, ClCCl, Cc1ccc2nnc(Sc3ccc4ncc(-c5cnn(C6CNC6)c5)cc4c3)n2n1, [Na+]. Yields the product CCN1CC(n2cc(-c3cnc4ccc(Sc5nnc6ccc(C)nn56)cc4c3)cn2)C1. As a reaction SMILES: [C:34]([O:35][BH-:36]([O:37][C:38](=[O:39])[CH3:40])[O:41][C:42](=[O:43])[CH3:44])(=[O:45])[CH3:46].[CH:31]([CH3:32])=[O:33].[Cl:48][CH2:49][Cl:50].[NH:1]1[CH2:2][CH:3]([n:5]2[n:6][cH:7][c:8](-[c:10]3[cH:11][n:12][c:13]4[cH:14][cH:15][c:16]([S:20][c:21]5[n:22][n:23][c:24]6[n:25]5[n:26][c:27]([CH3:30])[cH:28][cH:29]6)[cH:17][c:18]4[cH:19]3)[cH:9]2)[CH2:4]1.[Na+:47]>>[N:1]1([CH2:31][CH3:32])[CH2:2][CH:3]([n:5]2[n:6][cH:7][c:8](-[c:10]3[cH:11][n:12][c:13]4[cH:14][cH:15][c:16]([S:20][c:21]5[n:22][n:23][c:24]6[n:25]5[n:26][c:27]([CH3:30])[cH:28][cH:29]6)[cH:17][c:18]4[cH:19]3)[cH:9]2)[CH2:4]1. The reactants are O=C1CC2(CCCOC2)Oc2ccc(Br)cc21, C1CCOC1, CC(C)(C)S(N)=O, CCOC(C)=O, [CH3], CC[O-], CC[O-], CC[O-], CC[O-], [Na+], O=C([O-])O, [Ti+4]. The product is CC(C)(C)S(=O)N=C1CC2(CCCOC2)Oc2ccc(Br)cc21. RXN SMILES: [Br:1][c:2]1[cH:3][c:4]2[c:9]([cH:10][cH:11]1)[O:8][C:7]1([CH2:6][C:5]2=[O:17])[CH2:12][O:13][CH2:14][CH2:15][CH2:16]1.[CH2:37]1[O:38][CH2:39][CH2:40][CH2:41]1.[CH3:18][C:19]([CH3:20])([CH3:21])[S:22](=[O:23])[NH2:24].[CH3:25][CH2:26][O:27][C:28]([CH3:29])=[O:30].[CH3:36].[CH3:42][CH2:43][O-:44].[CH3:46][CH2:47][O-:48].[CH3:49][CH2:50][O-:51].[CH3:52][CH2:53][O-:54].[Na+:35].[O-:31][C:32]([OH:33])=[O:34].[Ti+4:45]>>[Br:1][c:2]1[cH:3][c:4]2[c:9]([cH:10][cH:11]1)[O:8][C:7]1([CH2:6][C:5]2=[N:24][S:22]([C:19]([CH3:18])([CH3:20])[CH3:21])=[O:23])[CH2:12][O:13][CH2:14][CH2:15][CH2:16]1. Reactants: CC(C)(C)OC(=O)N(C(=O)OC(C)(C)C)c1nc(Cl)ccc1[N+](=O)[O-], O=C([O-])[O-], C1CCOC1, [Na+], [Na+], OB(O)c1ccccc1. Yields the product CC(C)(C)OC(=O)N(C(=O)OC(C)(C)C)c1nc(-c2ccccc2)ccc1[N+](=O)[O-]. RXN SMILES: [C:1]([CH3:2])([CH3:3])([CH3:4])[O:5][C:6](=[O:7])[N:8]([C:9](=[O:10])[O:11][C:12]([CH3:13])([CH3:14])[CH3:15])[c:16]1[n:17][c:18]([Cl:25])[cH:19][cH:20][c:21]1[N+:22](=[O:23])[O-:24].[C:40](=[O:41])([O-:42])[O-:43].[CH2:35]1[O:36][CH2:37][CH2:38][CH2:39]1.[Na+:44].[Na+:45].[OH:26][B:27]([OH:28])[c:29]1[cH:30][cH:31][cH:32][cH:33][cH:34]1>>[C:1]([CH3:2])([CH3:3])([CH3:4])[O:5][C:6](=[O:7])[N:8]([C:9](=[O:10])[O:11][C:12]([CH3:13])([CH3:14])[CH3:15])[c:16]1[n:17][c:18](-[c:29]2[cH:30][cH:31][cH:32][cH:33][cH:34]2)[cH:19][cH:20][c:21]1[N+:22](=[O:23])[O-:24]. Starting materials: COC(=O)C(Cc1ccc(Nc2nccc3cnccc23)cc1)NC(=O)OC(C)(C)C, ClCCl, O=C(O)C(F)(F)F. Product: COC(=O)C(N)Cc1ccc(Nc2nccc3cnccc23)cc1. RXN SMILES: [CH3:1][O:2][C:3]([CH:4]([CH2:5][c:6]1[cH:7][cH:8][c:9]([NH:12][c:13]2[n:14][cH:15][cH:16][c:17]3[cH:18][n:19][cH:20][cH:21][c:22]23)[cH:10][cH:11]1)[NH:23][C:24]([O:25][C:26]([CH3:27])([CH3:28])[CH3:29])=[O:30])=[O:31].[Cl:39][CH2:40][Cl:41].[OH:32][C:33]([C:34]([F:35])([F:36])[F:37])=[O:38]>>[CH3:1][O:2][C:3]([CH:4]([CH2:5][c:6]1[cH:7][cH:8][c:9]([NH:12][c:13]2[n:14][cH:15][cH:16][c:17]3[cH:18][n:19][cH:20][cH:21][c:22]23)[cH:10][cH:11]1)[NH2:23])=[O:31]. Reactants: ClCC=1N(C2=CC=CC=C2C(N1)=O)C (2-chloromethyl-1-methyl-4-oxo-1,4-dihydroquinazoline), OC1=CC=C(C=O)C=C1 (4hydroxybenzaldehyde), C(=O)([O-])[O-].[K+].[K+] (K2CO3). Product: CN1C(=NC(C2=CC=CC=C12)=O)COC1=CC=C(C=O)C=C1 (4-[[1-methyl-4-oxo-1,4-dihydro-2-quinazolinyl]methoxy]benzaldehyde). The yield is 0.6%. RXN SMILES: Cl[CH2:2][C:3]1[N:4]([CH3:14])[C:5]2[C:10]([C:11](=[O:13])[N:12]=1)=[CH:9][CH:8]=[CH:7][CH:6]=2.[OH:15][C:16]1[CH:23]=[CH:22][C:19]([CH:20]=[O:21])=[CH:18][CH:17]=1.C([O-])([O-])=O.[K+].[K+]>>[CH3:14][N:4]1[C:5]2[C:10](=[CH:9][CH:8]=[CH:7][CH:6]=2)[C:11](=[O:13])[N:12]=[C:3]1[CH2:2][O:15][C:16]1[CH:23]=[CH:22][C:19]([CH:20]=[O:21])=[CH:18][CH:17]=1 |f:2.3.4|. Procedure: The title compound (3.64 mg, 65%) was prepared from 2-chloromethyl-1-methyl-4-oxo-1,4-dihydroquinazoline (416 mg, 2.0 mmol) and 4hydroxybenzaldehyde (244 mg, 2.0 mmol) in the presence of K2CO3 (276 mg, 2.0 mmol) as base by a similar procedure to that described in preparation 13. The reactants are CCNCC, COc1ccc2oc(-c3ccc(OCCCl)cc3)c(C(=O)c3cc(C)cc(C)c3)c2c1. The product is CCN(CC)CCOc1ccc(-c2oc3ccc(OC)cc3c2C(=O)c2cc(C)cc(C)c2)cc1. Reaction SMILES: [CH2:32]([CH3:33])[NH:34][CH2:35][CH3:36].[Cl:1][CH2:2][CH2:3][O:4][c:5]1[cH:6][cH:7][c:8](-[c:11]2[o:12][c:13]3[c:14]([c:15]2[C:16]([c:17]2[cH:18][c:19]([CH3:24])[cH:20][c:21]([CH3:23])[cH:22]2)=[O:25])[cH:26][c:27]([O:30][CH3:31])[cH:28][cH:29]3)[cH:9][cH:10]1>>[CH2:2]([CH2:3][O:4][c:5]1[cH:6][cH:7][c:8](-[c:11]2[o:12][c:13]3[c:14]([c:15]2[C:16]([c:17]2[cH:18][c:19]([CH3:24])[cH:20][c:21]([CH3:23])[cH:22]2)=[O:25])[cH:26][c:27]([O:30][CH3:31])[cH:28][cH:29]3)[cH:9][cH:10]1)[N:34]([CH2:32][CH3:33])[CH2:35][CH3:36]. Reactants: OCC1=C(C(=C(S1)C(=O)O)C)C (5-hydroxymethyl-3,4-dimethyl-thiophene-2-carboxylic acid). The reagents and catalysts are O=[Mn]=O (MnO2). Solvent: C(C)(=O)O (acetic acid). Reaction conditions: temperature 80 celsius, time 3 hour. The product is C(=O)C1=C(C(=C(S1)C(=O)O)C)C (5-Formyl-3,4-dimethyl-thiophene-2-carboxylic acid). The yield is 29.3%. Reaction SMILES: [OH:1][CH2:2][C:3]1[S:7][C:6]([C:8]([OH:10])=[O:9])=[C:5]([CH3:11])[C:4]=1[CH3:12]>C(O)(=O)C.O=[Mn]=O>[CH:2]([C:3]1[S:7][C:6]([C:8]([OH:10])=[O:9])=[C:5]([CH3:11])[C:4]=1[CH3:12])=[O:1]. Procedure details: 3,4-Dimethyl-thiophene-2,5-dicarboxylic acid monoethyl ester is prepared according to a literature procedure (H. Wynberg et al., J. Org. Chem. 29 (1964) 1919-1921); LC-MS: tR=0.70 min, [M+H]+=not detectable; 1H NMR (D6-DMSO): δ 1.26-1.33 (m, 3H), 2.42 (s, 6H), 4.22-4.33 (m, 2H), 12.91 (s br, 1H). b) To a solution of 3,4-dimethyl-thiophene-2,5-dicarboxylic acid monoethyl ester (6.70 g, 29.4 mmol) in THF (70 mL), a solution of diisobutylaluminium hydride (DIBAL, 90 mL, 1 M in THF) is added at −78°...